describe an organic reaction: reactants, conditions, products, and yield From a dataset of the Open Reaction Database (ORD), a public repository of structured organic reaction records. Yields the product [I-].C(C1=CC=CC=C1)OC(C[C@H](C[N+](C)(C)C)NS(=O)(=O)C=1SC(=CC1)C#CC=1C=C(C=CC1)C)=O ((R)-4-(benzyloxy)-N,N,N-trimethyl-4-oxo-2-(5-(m-tolylethynyl)thiophene-2-sulfonamido)butan-1-aminium iodide). The solvent is C(Cl)Cl (CH2Cl2). The reactants are CN(C[C@@H](CC(=O)OCC1=CC=CC=C1)NS(=O)(=O)C=1SC(=CC1)C#CC=1C=C(C=CC1)C)C ((R)-benzyl 4-(dimethylamino)-3-(5-(m-tolylethynyl)thiophene-2-sulfonamido)butanoate), CI (methyl iodide). Procedure details: To a solution of (R)-benzyl 4-(dimethylamino)-3-(5-(m-tolylethynyl)thiophene-2-sulfonamido)butanoate (25 mg, 0.05 mmol) and methyl iodide (100 μL, 40 eq) in CH2Cl2 (1 mL) was stirred overnight at room temperature. The solution was concentrated to give the title compound in quantitative yield. MS ESI 511.3 [M]+, calcd for [C27H31N2O4S2]+ 511.17. Reaction SMILES: [CH3:1][N:2]([CH3:34])[CH2:3][C@H:4]([NH:16][S:17]([C:20]1[S:21][C:22]([C:25]#[C:26][C:27]2[CH:28]=[C:29]([CH3:33])[CH:30]=[CH:31][CH:32]=2)=[CH:23][CH:24]=1)(=[O:19])=[O:18])[CH2:5][C:6]([O:8][CH2:9][C:10]1[CH:15]=[CH:14][CH:13]=[CH:12][CH:11]=1)=[O:7].[CH3:35][I:36]>C(Cl)Cl>[I-:36].[CH2:9]([O:8][C:6](=[O:7])[CH2:5][C@@H:4]([NH:16][S:17]([C:20]1[S:21][C:22]([C:25]#[C:26][C:27]2[CH:28]=[C:29]([CH3:33])[CH:30]=[CH:31][CH:32]=2)=[CH:23][CH:24]=1)(=[O:18])=[O:19])[CH2:3][N+:2]([CH3:35])([CH3:1])[CH3:34])[C:10]1[CH:11]=[CH:12][CH:13]=[CH:14][CH:15]=1 |f:3.4|. The reactants are CC(C)Cc1cc(C=O)nn1C(C)(C)C, NCCN1CCN(c2cccc(Cl)c2)CC1. Product: CC(C)Cc1cc(CNCCN2CCN(c3cccc(Cl)c3)CC2)nn1C(C)(C)C. RXN SMILES: [C:17]([CH3:18])([CH3:19])([CH3:20])[n:21]1[n:22][c:23]([CH:30]=[O:31])[cH:24][c:25]1[CH2:26][CH:27]([CH3:28])[CH3:29].[Cl:1][c:2]1[cH:3][c:4]([N:8]2[CH2:9][CH2:10][N:11]([CH2:14][CH2:15][NH2:16])[CH2:12][CH2:13]2)[cH:5][cH:6][cH:7]1>>[Cl:1][c:2]1[cH:3][c:4]([N:8]2[CH2:9][CH2:10][N:11]([CH2:14][CH2:15][NH:16][CH2:30][c:23]3[n:22][n:21]([C:17]([CH3:18])([CH3:19])[CH3:20])[c:25]([CH2:26][CH:27]([CH3:28])[CH3:29])[cH:24]3)[CH2:12][CH2:13]2)[cH:5][cH:6][cH:7]1. Starting materials: COC(COC1=C(C=C(C=C1F)[N+](=O)[O-])F)=O ((4-nitro-2,6-difluoro-phenoxy)-acetic acid methyl ester), [H][H] (hydrogen). The solvent is O1CCCC1 (tetrahydrofuran). As a reaction SMILES: [CH3:1][O:2][C:3](=[O:17])[CH2:4][O:5][C:6]1[C:11]([F:12])=[CH:10][C:9]([N+:13]([O-])=O)=[CH:8][C:7]=1[F:16].[H][H]>[Pd].O1CCCC1>[CH3:1][O:2][C:3](=[O:17])[CH2:4][O:5][C:6]1[C:7]([F:16])=[CH:8][C:9]([NH2:13])=[CH:10][C:11]=1[F:12]. The yield is 99.8%. Reagents/catalysts: [Pd] (palladium on carbon). Procedure details: A slurry of (4-nitro-2,6-difluoro-phenoxy)-acetic acid methyl ester (737 mg, 2.98 mmol) and 10% palladium on carbon (200 mg) in tetrahydrofuran (40 mL) was stirred under 1 atmosphere of hydrogen gas for 7 h. The mixture was flushed with nitrogen, and filtered through a pad of celite to afford the title compound as a pale tan oil (646 mg) that solidified on standing. Yields the product COC(COC1=C(C=C(C=C1F)N)F)=O ((4-Amino-2,6-difluoro-phenoxy)-acetic acid methyl ester). The reactants are CC(C)Br, ClCCl, COc1ccc(CCN(C)CCCS(=O)(=O)Nc2cc(OC)c(OC)c(OC)c2)cc1OC, CN(C)C=O, [H-], [Na+]. Reaction SMILES: [Br:36][CH:37]([CH3:38])[CH3:39].[CH2:45]([Cl:46])[Cl:47].[CH3:1][O:2][c:3]1[cH:4][c:5]([CH2:11][CH2:12][N:13]([CH2:14][CH2:15][CH2:16][S:17](=[O:18])(=[O:19])[NH:20][c:21]2[cH:22][c:23]([O:31][CH3:32])[c:24]([O:29][CH3:30])[c:25]([O:27][CH3:28])[cH:26]2)[CH3:33])[cH:6][cH:7][c:8]1[O:9][CH3:10].[CH3:40][N:41]([CH3:42])[CH:43]=[O:44].[H-:34].[Na+:35]>>[CH3:1][O:2][c:3]1[cH:4][c:5]([CH2:11][CH2:12][N:13]([CH2:14][CH2:15][CH2:16][S:17](=[O:18])(=[O:19])[N:20]([c:21]2[cH:22][c:23]([O:31][CH3:32])[c:24]([O:29][CH3:30])[c:25]([O:27][CH3:28])[cH:26]2)[CH:37]([CH3:38])[CH3:39])[CH3:33])[cH:6][cH:7][c:8]1[O:9][CH3:10]. The product is COc1ccc(CCN(C)CCCS(=O)(=O)N(c2cc(OC)c(OC)c(OC)c2)C(C)C)cc1OC. Starting materials: N#Cc1cccc(C=CC(=O)O)c1, C1CCN(CC2CCCN2)CC1. Yields the product N#Cc1cccc(C=CC(=O)N2CCCC2CN2CCCCC2)c1. As a reaction SMILES: [C:1](#[N:2])[c:3]1[cH:4][c:5]([CH:9]=[CH:10][C:11](=[O:12])[OH:13])[cH:6][cH:7][cH:8]1.[NH:14]1[CH:15]([CH2:19][N:20]2[CH2:21][CH2:22][CH2:23][CH2:24][CH2:25]2)[CH2:16][CH2:17][CH2:18]1>>[C:1](#[N:2])[c:3]1[cH:4][c:5]([CH:9]=[CH:10][C:11](=[O:13])[N:14]2[CH:15]([CH2:19][N:20]3[CH2:21][CH2:22][CH2:23][CH2:24][CH2:25]3)[CH2:16][CH2:17][CH2:18]2)[cH:6][cH:7][cH:8]1.